describe an organic reaction: reactants, conditions, products, and yield From a dataset of the Open Reaction Database (ORD), a public repository of structured organic reaction records. Starting materials: [BH4-].[Na+] (sodium borohydride), C(#N)[C@]12CCC=3[C@@H]4CC[C@H]([C@@H](CCCC(C)C)C)[C@]4(CCC3[C@]2(CCC(C1)=O)C)C (5-cyano-5α-cholest-8-en-3-one), Cl (hydrochloric acid). The solvent is C(C)O (ethanol). Reaction conditions: time 4 hour. The product is C(#N)[C@]12CCC=3[C@@H]4CC[C@H]([C@@H](CCCC(C)C)C)[C@]4(CCC3[C@]2(CC[C@@H](C1)O)C)C (5-cyano-5α-cholest-8-en-3β-ol), C(#N)[C@]12CCC=3[C@@H]4CC[C@H]([C@@H](CCCC(C)C)C)[C@]4(CCC3[C@]2(CC[C@H](C1)O)C)C (5-cyano-5α-cholest-8-en-3α-ol). As a reaction SMILES: [BH4-].[Na+].[C:3]([C@:5]12[CH2:29][C:28](=[O:30])[CH2:27][CH2:26][C@:25]1([CH3:31])[C:24]1[CH2:23][CH2:22][C@@:21]3([CH3:32])[C@@H:9]([CH2:10][CH2:11][C@@H:12]3[C@H:13]([CH3:20])[CH2:14][CH2:15][CH2:16][CH:17]([CH3:19])[CH3:18])[C:8]=1[CH2:7][CH2:6]2)#[N:4].Cl>C(O)C>[C:3]([C@:5]12[CH2:29][C@@H:28]([OH:30])[CH2:27][CH2:26][C@:25]1([CH3:31])[C:24]1[CH2:23][CH2:22][C@@:21]3([CH3:32])[C@@H:9]([CH2:10][CH2:11][C@@H:12]3[C@H:13]([CH3:20])[CH2:14][CH2:15][CH2:16][CH:17]([CH3:19])[CH3:18])[C:8]=1[CH2:7][CH2:6]2)#[N:4].[C:3]([C@:5]12[CH2:29][C@H:28]([OH:30])[CH2:27][CH2:26][C@:25]1([CH3:31])[C:24]1[CH2:23][CH2:22][C@@:21]3([CH3:32])[C@@H:9]([CH2:10][CH2:11][C@@H:12]3[C@H:13]([CH3:20])[CH2:14][CH2:15][CH2:16][CH:17]([CH3:19])[CH3:18])[C:8]=1[CH2:7][CH2:6]2)#[N:4] |f:0.1|. Procedure: 327 mg sodium borohydride are added to a solution of 1.76 g 5-cyano-5α-cholest-8-en-3-one in 200 ml ethanol at room temperature. The reaction mixture is stirred for 4 hours. After addition of hydrochloric acid (1 N) the resulting mixture is extracted with dichloromethane. The organic layer is separated, dried over anhydrous sodium sulphate and filtered. After evaporation of the solvent the residue is chromatographed with a mixture of hexane and ethyl acetate to give 0.36 mg 5-cyano-5α-cholest-8-... Starting materials: CCN(C(C)C)C(C)C, ClCCl, O=C(Cl)c1cc([N+](=O)[O-])ccc1I. Yields the product NC(=O)c1cc([N+](=O)[O-])ccc1I. Reaction SMILES: [CH:1]([N:4]([CH2:2][CH3:3])[CH:5]([CH3:6])[CH3:7])([CH3:8])[CH3:9].[Cl:23][CH2:24][Cl:25].[I:10][c:11]1[c:12]([C:13](=[O:14])[Cl:15])[cH:16][c:17]([N+:20](=[O:21])[O-:22])[cH:18][cH:19]1>>[NH2:4][C:13]([c:12]1[c:11]([I:10])[cH:19][cH:18][c:17]([N+:20](=[O:21])[O-:22])[cH:16]1)=[O:14].